This data is from the Open Reaction Database (ORD), a public repository of structured organic reaction records. The task is: describe an organic reaction: reactants, conditions, products, and yield The reactants are C(=O)(O)[O-].[Na+] (NaHCO3), CC1(CCC(CC1)NC1=NC(=NC=C1I)N)C (N4-(4,4-dimethylcyclohexyl)-5-iodo-2,4-pyrimidinediamine), C([O-])([O-])=O.[Na+].[Na+] (sodium carbonate), ClC=1C(=NC=CC1B(O)O)OC (3-chloro-2-methoxypyridin-4-ylboronic acid), N#N (N2). Reagents/catalysts: Cl[Pd]([P](C1=CC=CC=C1)(C2=CC=CC=C2)C3=CC=CC=C3)([P](C4=CC=CC=C4)(C5=CC=CC=C5)C6=CC=CC=C6)Cl (trans-dichlorobis(triphenyl-phosphine)palladium (ii)). The solvent is O1CCOCC1 (1,4-Dioxane). Run at temperature 80 celsius. Yields the product ClC=1C(=NC=CC1C=1C(=NC(=NC1)N)NC1CCC(CC1)(C)C)OC (5-(3-Chloro-2-methoxy-4-pyridinyl)-N4-(4,4-dimethylcyclohexyl)-2,4-pyrimidinediamine). The yield is 81.7%. RXN SMILES: [CH3:1][C:2]1([CH3:17])[CH2:7][CH2:6][CH:5]([NH:8][C:9]2[C:14](I)=[CH:13][N:12]=[C:11]([NH2:16])[N:10]=2)[CH2:4][CH2:3]1.[Cl:18][C:19]1[C:20]([O:28][CH3:29])=[N:21][CH:22]=[CH:23][C:24]=1B(O)O.N#N.C(=O)([O-])[O-].[Na+].[Na+].C([O-])(O)=O.[Na+]>Cl[Pd](Cl)([P](C1C=CC=CC=1)(C1C=CC=CC=1)C1C=CC=CC=1)[P](C1C=CC=CC=1)(C1C=CC=CC=1)C1C=CC=CC=1.O1CCOCC1>[Cl:18][C:19]1[C:20]([O:28][CH3:29])=[N:21][CH:22]=[CH:23][C:24]=1[C:14]1[C:9]([NH:8][CH:5]2[CH2:6][CH2:7][C:2]([CH3:17])([CH3:1])[CH2:3][CH2:4]2)=[N:10][C:11]([NH2:16])=[N:12][CH:13]=1 |f:3.4.5,6.7,^1:45,64|. Reported procedure: To a 50 mL single-necked round bottom flask were placed compound 326 (0.80 g, 2.3 mmol), 3-chloro-2-methoxypyridin-4-ylboronic acid (1.3 g, 6.9 mmol), and trans-dichlorobis(triphenyl-phosphine)palladium (ii) (0.16 g, 0.23 mmol). The flask was subjected to 3 cycles of evacuation and back-filling with N2. 1,4-Dioxane (12 mL) was added followed with sodium carbonate (2 N aqueous solution) (5.8 mL, 12 mmol). The resulting mixture was heated in an oil bath at 80° C. for 18 h. Upon workup, the mixture... Yields the product Cc1ccc(-c2ccc(C(CO)NC(=O)C3CC3c3cccs3)cc2)cc1. Starting materials: O=C(NC(CO)c1ccc(Br)cc1)C1CC1c1cccs1, COCCOC, [K+], [K+], [K+], N#N, [Na+], [OH-], O, O=P([O-])([O-])[O-], Cc1ccc(B(O)O)cc1, c1ccc(P(c2ccccc2)(c2ccccc2)[Pd](P(c2ccccc2)(c2ccccc2)c2ccccc2)(P(c2ccccc2)(c2ccccc2)c2ccccc2)P(c2ccccc2)(c2ccccc2)c2ccccc2)cc1. As a reaction SMILES: [Br:1][c:2]1[cH:3][cH:4][c:5]([CH:8]([CH2:9][OH:10])[NH:11][C:12](=[O:13])[CH:14]2[CH:15]([c:17]3[s:18][cH:19][cH:20][cH:21]3)[CH2:16]2)[cH:6][cH:7]1.[CH3:44][O:45][CH2:46][CH2:47][O:48][CH3:49].[K+:27].[K+:28].[K+:29].[N:40]#[N:41].[Na+:43].[OH-:42].[OH2:50].[P:22]([O-:23])([O-:24])([O-:25])=[O:26].[c:30]1([CH3:39])[cH:31][cH:32][c:33]([B:36]([OH:37])[OH:38])[cH:34][cH:35]1.[cH:51]1[cH:52][cH:53][c:54]([P:55]([Pd:56]([P:57]([c:58]2[cH:59][cH:60][cH:61][cH:62][cH:63]2)([c:64]2[cH:65][cH:66][cH:67][cH:68][cH:69]2)[c:70]2[cH:71][cH:72][cH:73][cH:74][cH:75]2)([P:76]([c:77]2[cH:78][cH:79][cH:80][cH:81][cH:82]2)([c:83]2[cH:84][cH:85][cH:86][cH:87][cH:88]2)[c:89]2[cH:90][cH:91][cH:92][cH:93][cH:94]2)[P:95]([c:96]2[cH:97][cH:98][cH:99][cH:100][cH:101]2)([c:102]2[cH:103][cH:104][cH:105][cH:106][cH:107]2)[c:108]2[cH:109][cH:110][cH:111][cH:112][cH:113]2)([c:114]2[cH:115][cH:116][cH:117][cH:118][cH:119]2)[c:120]2[cH:121][cH:122][cH:123][cH:124][cH:125]2)[cH:126][cH:127]1>>[c:2]1(-[c:33]2[cH:32][cH:31][c:30]([CH3:39])[cH:35][cH:34]2)[cH:3][cH:4][c:5]([CH:8]([CH2:9][OH:10])[NH:11][C:12](=[O:13])[CH:14]2[CH:15]([c:17]3[s:18][cH:19][cH:20][cH:21]3)[CH2:16]2)[cH:6][cH:7]1. Procedure: It is advantageous to introduce the acrylonitrile into the reactor at a space velocity of about 0.05 to 0.6 hr-1. Simultaneously, a gaseous ammonia charge is introduced into the reactor via a distribution device; e.g. a frit at the lower floor of the column, preferably in such an amount that the acrylonitrile and ammonia flow through the reaction chamber at a mole ratio of 2 : 1. According to the method of the present invention, the ammonia is completely absorbed as the gas bubbles rise. Further... Product: C(#N)CCNCCC#N (bis-(2-cyanoethyl)-amine). Reaction SMILES: [C:1](#[N:4])[CH:2]=[CH2:3].[NH3:5]>>[C:1]([CH2:2][CH2:3][NH:5][CH2:3][CH2:2][C:1]#[N:4])#[N:4]. The reactants are C(C=C)#N (acrylonitrile), N (ammonia), N (ammonia), C(C=C)#N (acrylonitrile).